Dataset: the Open Reaction Database (ORD), a public repository of structured organic reaction records. Task: describe an organic reaction: reactants, conditions, products, and yield Run in [OH-].[Na+] (NaOH), CCO (EtOH). The reactants are aqueous solution, K3Fe(CN)6, ClC1=C(C=C(C(=S)NC2=CC=C(C=C2)C)C=C1)C(F)(F)F (4-chloro-N-p-tolyl-3-trifluoromethyl-thiobenzamide). Procedure details: To 2M aqueous solution K3Fe(CN)6 (4 mL, 8 mmol) (pre-heated to 90° C.) is added dropwise to a suspension of 4-chloro-N-p-tolyl-3-trifluoromethyl-thiobenzamide (660 mg, 2 mmol) in 2M NaOH (9 ml) and EtOH (3 ml). The mixture is heated at 90° C. overnight. The mixture is cooled to room temperature and extracted with EtOAc (50 ml×2). The combined organic layers are washed with brine, dried over MgSO4, filtered and concentrated. The mixture is purified by ISCO system (EtOAc/Hexanes: 20 minutes run 0 ... Conditions: temperature 90 celsius. Product: ClC1=C(C=C(C=C1)C=1SC2=C(N1)C=CC(=C2)C)C(F)(F)F (2-(4-Chloro-3-trifluoromethyl-phenyl)-6-methylbenzothiazole). Reaction SMILES: [Cl:1][C:2]1[CH:17]=[CH:16][C:5]([C:6]([NH:8][C:9]2[CH:14]=[CH:13][C:12]([CH3:15])=[CH:11][CH:10]=2)=[S:7])=[CH:4][C:3]=1[C:18]([F:21])([F:20])[F:19]>[OH-].[Na+].CCO>[Cl:1][C:2]1[CH:17]=[CH:16][C:5]([C:6]2[S:7][C:14]3[CH:13]=[C:12]([CH3:15])[CH:11]=[CH:10][C:9]=3[N:8]=2)=[CH:4][C:3]=1[C:18]([F:21])([F:19])[F:20] |f:1.2|. Starting materials: CC(=O)[O-], CCOC(=O)C(O)C(C)CC, ClCCl, [Na+], O=[Cr](=O)([O-])Cl, c1cc[nH+]cc1. Product: CCOC(=O)C(=O)C(C)CC. As a reaction SMILES: [C:12]([O-:13])(=[O:14])[CH3:15].[CH2:1]([CH3:2])[O:3][C:4]([CH:5]([CH:6]([CH2:7][CH3:8])[CH3:9])[OH:10])=[O:11].[Cl:28][CH2:29][Cl:30].[Na+:16].[O:17]=[Cr:18]([Cl:19])([O-:20])=[O:21].[nH+:22]1[cH:23][cH:24][cH:25][cH:26][cH:27]1>>[CH2:1]([CH3:2])[O:3][C:4]([C:5]([CH:6]([CH2:7][CH3:8])[CH3:9])=[O:10])=[O:11]. Reactants: C[P+](C)(C)CC#N, CCC#N, CCN(C(C)C)C(C)C, [I-], N#Cc1ccc(N2CCNCC2)nc1, O=C1Nc2cc(CO)cnc2N2CCCCC12. Yields the product N#Cc1ccc(N2CCN(Cc3cnc4c(c3)NC(=O)C3CCCCN43)CC2)nc1. As a reaction SMILES: [C:19]([CH2:20][P+:21]([CH3:22])([CH3:23])[CH3:24])#[N:25].[C:49](#[N:50])[CH2:51][CH3:52].[CH2:26]([N:27]([CH:28]([CH3:29])[CH3:30])[CH:31]([CH3:32])[CH3:33])[CH3:34].[I-:18].[N:35]1([c:41]2[n:42][cH:43][c:44]([C:45]#[N:46])[cH:47][cH:48]2)[CH2:36][CH2:37][NH:38][CH2:39][CH2:40]1.[OH:1][CH2:2][c:3]1[cH:4][c:5]2[c:10]([n:11][cH:12]1)[N:9]1[CH:8]([C:7](=[O:17])[NH:6]2)[CH2:16][CH2:15][CH2:14][CH2:13]1>>[CH2:2]([c:3]1[cH:4][c:5]2[c:10]([n:11][cH:12]1)[N:9]1[CH:8]([C:7](=[O:17])[NH:6]2)[CH2:16][CH2:15][CH2:14][CH2:13]1)[N:38]1[CH2:37][CH2:36][N:35]([c:41]2[n:42][cH:43][c:44]([C:45]#[N:46])[cH:47][cH:48]2)[CH2:40][CH2:39]1. The reactants are Nc1ccc2c(c1)ncn2CC1CCCCC1, O=S(=O)(O)C1=NCCN1. The product is c1cc2c(cc1NC1=NCCN1)ncn2CC1CCCCC1. Reaction SMILES: [CH:1]1([CH2:7][n:8]2[cH:9][n:10][c:11]3[c:12]2[cH:13][cH:14][c:15]([NH2:17])[cH:16]3)[CH2:2][CH2:3][CH2:4][CH2:5][CH2:6]1.[NH:18]1[C:19]([S:23]([OH:24])(=[O:25])=[O:26])=[N:20][CH2:21][CH2:22]1>>[CH:1]1([CH2:7][n:8]2[cH:9][n:10][c:11]3[c:12]2[cH:13][cH:14][c:15]([NH:17][C:19]2=[N:18][CH2:22][CH2:21][NH:20]2)[cH:16]3)[CH2:2][CH2:3][CH2:4][CH2:5][CH2:6]1.